Dataset: the Open Reaction Database (ORD), a public repository of structured organic reaction records. Task: describe an organic reaction: reactants, conditions, products, and yield Starting materials: IC1=NNC2=CC(=CC=C12)C=O (3-iodo-1H-indazole-6-carbaldehyde), N1=CC(=CC=C1)B(O)O (pyridin-3-ylboronic acid), C(=O)([O-])[O-].[Na+].[Na+] (Na2CO3). Reagents/catalysts: Cl[Pd]([P](C1=CC=CC=C1)(C2=CC=CC=C2)C3=CC=CC=C3)([P](C4=CC=CC=C4)(C5=CC=CC=C5)C6=CC=CC=C6)Cl (PdCl2(PPh3)2). Run in COCCOC.O.CCO (DME H2O EtOH). Conditions: temperature 125 celsius, time 60 minute. Product: N1=CC(=CC=C1)C1=NNC2=CC(=CC=C12)C=O (3-(pyridin-3-yl)-1H-indazole-6-carbaldehyde), solid. Isolated yield 59.0%. Reaction SMILES: I[C:2]1[C:10]2[C:5](=[CH:6][C:7]([CH:11]=[O:12])=[CH:8][CH:9]=2)[NH:4][N:3]=1.[N:13]1[CH:18]=[CH:17][CH:16]=[C:15](B(O)O)[CH:14]=1.C([O-])([O-])=O.[Na+].[Na+]>COCCOC.O.CCO.Cl[Pd](Cl)([P](C1C=CC=CC=1)(C1C=CC=CC=1)C1C=CC=CC=1)[P](C1C=CC=CC=1)(C1C=CC=CC=1)C1C=CC=CC=1>[N:13]1[CH:18]=[CH:17][CH:16]=[C:15]([C:2]2[C:10]3[C:5](=[CH:6][C:7]([CH:11]=[O:12])=[CH:8][CH:9]=3)[NH:4][N:3]=2)[CH:14]=1 |f:2.3.4,5.6.7,^1:40,59|. Reported procedure: A mixture of 3-iodo-1H-indazole-6-carbaldehyde (50 mg, 0.18 mmol), pyridin-3-ylboronic acid (27 mg, 0.22 mmol), PdCl2(PPh3)2 (13 mg, 0.018 mmol) and 2M Na2CO3 (0.10 mL, 0.18 mmol) in DME/H2O/EtOH (1.4 mL/0.4 mL/0.2 mL) was degassed by evacuation and refilling with Ar. The reaction mixture was sealed and heated with stirring under microwave irradiation at 125° C. for 60 min. The crude reaction mixture was concentrated under reduced pressure. Ethyl acetate (5 mL) was added and the solution was was...